Dataset: the Open Reaction Database (ORD), a public repository of structured organic reaction records. Task: describe an organic reaction: reactants, conditions, products, and yield Starting materials: Cc1cccc(-c2cc(Cl)c(Br)s2)n1, O=C([O-])[O-], CCC(CC)c1cc(C)nn2cc(C)nc12, CCOC(C)=O, [Cs+], [Cs+], N#N, O=C(C=Cc1ccccc1)C=Cc1ccccc1, CN(C)C=O, O=C(C=Cc1ccccc1)C=Cc1ccccc1, O=C(C=Cc1ccccc1)C=Cc1ccccc1, [Pd], [Pd], c1ccc(P(c2ccccc2)c2ccccc2)cc1. Yields the product CCC(CC)c1cc(C)nn2c(-c3sc(-c4cccc(C)n4)cc3Cl)c(C)nc12. As a reaction SMILES: [Br:17][c:18]1[c:19]([Cl:30])[cH:20][c:21](-[c:23]2[n:24][c:25]([CH3:29])[cH:26][cH:27][cH:28]2)[s:22]1.[C:31](=[O:32])([O-:33])[O-:34].[CH2:1]([CH3:2])[CH:3]([CH2:4][CH3:5])[c:6]1[c:7]2[n:8]([n:9][c:10]([CH3:12])[cH:11]1)[cH:13][c:14]([CH3:16])[n:15]2.[CH3:58][CH2:59][O:60][C:61]([CH3:62])=[O:63].[Cs+:35].[Cs+:36].[N:37]#[N:38].[O:102]=[C:103]([CH:104]=[CH:105][c:106]1[cH:107][cH:108][cH:109][cH:110][cH:111]1)[CH:112]=[CH:113][c:114]1[cH:115][cH:116][cH:117][cH:118][cH:119]1.[O:120]=[CH:121][N:122]([CH3:123])[CH3:124].[O:66]=[C:67]([CH:68]=[CH:69][c:70]1[cH:71][cH:72][cH:73][cH:74][cH:75]1)[CH:76]=[CH:77][c:78]1[cH:79][cH:80][cH:81][cH:82][cH:83]1.[O:84]=[C:85]([CH:86]=[CH:87][c:88]1[cH:89][cH:90][cH:91][cH:92][cH:93]1)[CH:94]=[CH:95][c:96]1[cH:97][cH:98][cH:99][cH:100][cH:101]1.[Pd:64].[Pd:65].[c:39]1([P:40]([c:41]2[cH:42][cH:43][cH:44][cH:45][cH:46]2)[c:47]2[cH:48][cH:49][cH:50][cH:51][cH:52]2)[cH:53][cH:54][cH:55][cH:56][cH:57]1>>[CH2:1]([CH3:2])[CH:3]([CH2:4][CH3:5])[c:6]1[c:7]2[n:8]([n:9][c:10]([CH3:12])[cH:11]1)[c:13](-[c:18]1[c:19]([Cl:30])[cH:20][c:21](-[c:23]3[n:24][c:25]([CH3:29])[cH:26][cH:27][cH:28]3)[s:22]1)[c:14]([CH3:16])[n:15]2.